This data is from the Open Reaction Database (ORD), a public repository of structured organic reaction records. The task is: describe an organic reaction: reactants, conditions, products, and yield Reported procedure: The product of Example 13B (130 mg, 0.46 mmol) was treated with aqueous formaldehyde (5 mL, 37%; EM Science) and NaBH(OAc)3 (163 mg, 0.77 mmol; Aldrich). After stirring for 3 h, the reaction was quenched with saturated NaHCO3 (5 mL) and diluted with CH2Cl2 (5 mL). The layers were separated and the aqueous phase was extracted with CH2Cl2 (3×5 mL). The combined organics were dried over Na2SO4, filtered, and concentrated under reduced pressure and purified via column chromatography (silica gel, 1:9... Reaction SMILES: [CH:1]12[CH2:8][NH:7][CH2:6][CH:5]1[CH2:4][N:3]([C:9]1[CH:21]=[CH:20][C:19]3[C:18]4[C:13](=[CH:14][CH:15]=[CH:16][CH:17]=4)[C:12](=[O:22])[C:11]=3[CH:10]=1)[CH2:2]2.C=O.[BH-](OC(C)=O)(OC(C)=O)O[C:27](C)=O.[Na+]>>[CH3:27][N:7]1[CH2:8][CH:1]2[CH:5]([CH2:4][N:3]([C:9]3[CH:21]=[CH:20][C:19]4[C:18]5[C:13](=[CH:14][CH:15]=[CH:16][CH:17]=5)[C:12](=[O:22])[C:11]=4[CH:10]=3)[CH2:2]2)[CH2:6]1 |f:2.3|. Isolated yield 100.0%. Reactants: C12CN(CC2CNC1)C1=CC=2C(C3=CC=CC=C3C2C=C1)=O (2-[3,7-diazabicyclo[3.3.0]octan-3-yl]-fluoren-9-one), C=O (formaldehyde), [BH-](OC(=O)C)(OC(=O)C)OC(=O)C.[Na+] (NaBH(OAc)3). Reaction conditions: time 3 hour. Yields the product CN1CC2CN(CC2C1)C1=CC=2C(C3=CC=CC=C3C2C=C1)=O (2-[7-Methyl-3,7-diazabicyclo[3.3.0]octan-3-yl]-fluoren-9-one).